From a dataset of the Open Reaction Database (ORD), a public repository of structured organic reaction records. describe an organic reaction: reactants, conditions, products, and yield The reactants are C1(=CC=CC=C1)SCCl (chloromethyl phenyl sulphide), C1(=CC=CC=C1)[O-].[Na+] (sodium phenolate). The solvent is CN(C=O)C (dimethylformamide), CN(C=O)C (dimethylformamide). Yields the product O(C1=CC=CC=C1)CSC1=CC=CC=C1 (phenoxy-phenylthiomethane). Isolated yield 77.1%. As a reaction SMILES: [C:1]1([S:7][CH2:8]Cl)[CH:6]=[CH:5][CH:4]=[CH:3][CH:2]=1.[C:10]1([O-:16])[CH:15]=[CH:14][CH:13]=[CH:12][CH:11]=1.[Na+]>CN(C)C=O>[O:16]([CH2:8][S:7][C:1]1[CH:6]=[CH:5][CH:4]=[CH:3][CH:2]=1)[C:10]1[CH:15]=[CH:14][CH:13]=[CH:12][CH:11]=1 |f:1.2|. Procedure details: A solution of 47.5 g (0.3 mol) of chloromethyl phenyl sulphide in 50 ml of dimethylformamide was added dropwise to a solution of 40 g (0.34 mol) of sodium phenolate in 200 ml of dimethylformamide at room temperature in the course of 30 minutes, while stirring. The temperature of the reaction mixture thereby rose from 24° C. to 35° C. The mixture was subsequently stirred at room temperature for 14 hours and then concentrated by stripping off the solvent under reduced pressure. The oil which remai... Starting materials: CCOCC, COC=C1C(=O)NC(=O)c2ccc(I)cc21, Nc1ccc(CN2CCCCC2)cc1. Product: O=C1NC(=O)c2ccc(I)cc2C1=CNc1ccc(CN2CCCCC2)cc1. As a reaction SMILES: [CH2:31]([O:32][CH2:33][CH3:34])[CH3:35].[I:1][c:2]1[cH:3][c:4]2[c:9]([cH:10][cH:11]1)[C:8](=[O:12])[NH:7][C:6](=[O:13])[C:5]2=[CH:14][O:15][CH3:16].[N:17]1([CH2:23][c:24]2[cH:25][cH:26][c:27]([NH2:30])[cH:28][cH:29]2)[CH2:18][CH2:19][CH2:20][CH2:21][CH2:22]1>>[I:1][c:2]1[cH:3][c:4]2[c:9]([cH:10][cH:11]1)[C:8](=[O:12])[NH:7][C:6](=[O:13])[C:5]2=[CH:14][NH:30][c:27]1[cH:26][cH:25][c:24]([CH2:23][N:17]2[CH2:18][CH2:19][CH2:20][CH2:21][CH2:22]2)[cH:29][cH:28]1. Starting materials: C1CCOC1, O=C1COc2cc([N+](=O)[O-])ccc2N1. Product: O=[N+]([O-])c1ccc2c(c1)OCCN2. RXN SMILES: [CH2:15]1[O:16][CH2:17][CH2:18][CH2:19]1.[N+:1](=[O:2])([O-:3])[c:4]1[cH:5][c:6]2[c:7]([cH:13][cH:14]1)[NH:8][C:9](=[O:12])[CH2:10][O:11]2>>[N+:1](=[O:2])([O-:3])[c:4]1[cH:5][c:6]2[c:7]([cH:13][cH:14]1)[NH:8][CH2:9][CH2:10][O:11]2.